Dataset: the Open Reaction Database (ORD), a public repository of structured organic reaction records. Task: describe an organic reaction: reactants, conditions, products, and yield Reactants: C(C)O[C@H](C(=O)OCC)CC1=CC=C(C=C1)OC\C=C(/C)\C1=CC=C(C=C1)C1=CC(=CC=C1)OC ((E)-(S)-ethyl 2-ethoxy-3-{4-[3-(3′-methoxy-biphenyl-4yl)-but-2-enyloxy]-phenyl}-propionate), [OH-].[Na+] (sodium hydroxide). Product: C(C)O[C@H](C(=O)O)CC1=CC=C(C=C1)OC\C=C(/C)\C1=CC=C(C=C1)C1=CC(=CC=C1)OC ((E)-(S)-2-ethoxy-3-{4-[3-(3′-methoxy-biphenyl-4-yl)-but-2-enyloxy]-phenyl}-propionic acid). The yield is 83.6%. As a reaction SMILES: [CH2:1]([O:3][C@@H:4]([CH2:10][C:11]1[CH:16]=[CH:15][C:14]([O:17][CH2:18]/[CH:19]=[C:20](/[C:22]2[CH:27]=[CH:26][C:25]([C:28]3[CH:33]=[CH:32][CH:31]=[C:30]([O:34][CH3:35])[CH:29]=3)=[CH:24][CH:23]=2)\[CH3:21])=[CH:13][CH:12]=1)[C:5]([O:7]CC)=[O:6])[CH3:2].[OH-].[Na+]>>[CH2:1]([O:3][C@@H:4]([CH2:10][C:11]1[CH:12]=[CH:13][C:14]([O:17][CH2:18]/[CH:19]=[C:20](/[C:22]2[CH:23]=[CH:24][C:25]([C:28]3[CH:33]=[CH:32][CH:31]=[C:30]([O:34][CH3:35])[CH:29]=3)=[CH:26][CH:27]=2)\[CH3:21])=[CH:15][CH:16]=1)[C:5]([OH:7])=[O:6])[CH3:2] |f:1.2|. Procedure details: The title compound was prepared from (E)-(S)-ethyl 2-ethoxy-3-{4-[3-(3′-methoxy-biphenyl-4yl)-but-2-enyloxy]-phenyl}-propionate (example 113) (230 mg, 0.49 mmol) and sodium hydroxide (1M, 0.97 ml, 0.97 mmol) by a procedure analogous to that described in example 51, yielding (E)-(S)-2-ethoxy-3-{4-[3-(3′-methoxy-biphenyl-4-yl)-but-2-enyloxy]-phenyl}-propionic acid (183 mg, 85%) as a colourless solid.